The task is: describe an organic reaction: reactants, conditions, products, and yield. This data is from the Open Reaction Database (ORD), a public repository of structured organic reaction records. Starting materials: C(C)(=O)OC(C)=O (Acetic anhydride), [Cl-].[Al+3].[Cl-].[Cl-] (aluminum chloride), ClCCCl (1,2-dichloroethane), N1(C=CC=C1)C=1C=C(C(=O)OC)C=CC1 (methyl 3-(pyrrol-1-yl)benzoate), ice water. Solvent: ClC(C)Cl (dichloroethane). Conditions: time 20 minute. The product is C(C)(=O)C=1N(C=CC1)C=1C=C(C(=O)OC)C=CC1 (methyl 3-(2-acetylpyrrol-1-yl)benzoate). Reaction SMILES: [C:1](OC(=O)C)(=[O:3])[CH3:2].[Cl-].[Al+3].[Cl-].[Cl-].ClCCCl.[N:16]1([C:21]2[CH:22]=[C:23]([CH:28]=[CH:29][CH:30]=2)[C:24]([O:26][CH3:27])=[O:25])[CH:20]=[CH:19][CH:18]=[CH:17]1>ClC(Cl)C>[C:1]([C:20]1[N:16]([C:21]2[CH:22]=[C:23]([CH:28]=[CH:29][CH:30]=2)[C:24]([O:26][CH3:27])=[O:25])[CH:17]=[CH:18][CH:19]=1)(=[O:3])[CH3:2] |f:1.2.3.4|. Procedure details: Acetic anhydride (1.3 ml) was added to a mixture of aluminum chloride (2.7 g) and 1,2-dichloroethane (10 ml) under ice-cooling and the mixture was stirred for 20 minutes at the same temperature. To the mixture was added dropwise a mixture of methyl 3-(pyrrol-1-yl)benzoate (2.0 g) in dichloroethane (3 ml) for 10 minutes at 0° to 5° C., and the mixture was stirred for 3 hours at the same temperature. The reaction mixture was poured into an ice-water and the mixture was extracted with chloroform. T... Starting materials: FC1=C(C=CC(=C1)B1OC(C(O1)(C)C)(C)C)C=1C=NC(=NC1)N (5-(2-fluoro-4-(4,4,5,5-tetramethyl-1,3,2-dioxaborolan-2-yl)phenyl)pyrimidin-2-amine), BrC1=C(C=CC=C1)S(=O)(=O)N(C(C)C)CCO (2-bromo-N-(2-hydroxyethyl)-N-isopropylbenzene-sulfonamide). Yields the product NC1=NC=C(C=N1)C1=C(C=C(C=C1)C=1C(=CC=CC1)S(=O)(=O)N(C(C)C)CCO)F (4′-(2-Aminopyrimidin-5-yl)-3′-fluoro-N-(2-hydroxyethyl)-N-(1-methylethyl)biphenyl-2-sulfonamide). RXN SMILES: [F:1][C:2]1[CH:7]=[C:6](B2OC(C)(C)C(C)(C)O2)[CH:5]=[CH:4][C:3]=1[C:17]1[CH:18]=[N:19][C:20]([NH2:23])=[N:21][CH:22]=1.Br[C:25]1[CH:30]=[CH:29][CH:28]=[CH:27][C:26]=1[S:31]([N:34]([CH2:38][CH2:39][OH:40])[CH:35]([CH3:37])[CH3:36])(=[O:33])=[O:32]>>[NH2:23][C:20]1[N:21]=[CH:22][C:17]([C:3]2[CH:4]=[CH:5][C:6]([C:25]3[C:26]([S:31]([N:34]([CH2:38][CH2:39][OH:40])[CH:35]([CH3:36])[CH3:37])(=[O:33])=[O:32])=[CH:27][CH:28]=[CH:29][CH:30]=3)=[CH:7][C:2]=2[F:1])=[CH:18][N:19]=1. Procedure: The title compound was prepared using methods analogous to those described in Example 376 using 5-(2-fluoro-4-(4,4,5,5-tetramethyl-1,3,2-dioxaborolan-2-yl)phenyl)pyrimidin-2-amine and 2-bromo-N-(2-hydroxyethyl)-N-isopropylbenzene-sulfonamide. MS (ESI): mass calcd. for C21H23FN4O3S, 430.15; m/z found, 431.1 [M+H]+. 1H NMR (400 MHz, CDCl3) δ 8.56 (d, J=1.4, 2H), 8.10 (dd, J=8.0, 1.4, 1H), 7.65-7.57 (m, 1H), 7.58-7.49 (m, 1H), 7.49-7.38 (m, 1H), 7.37-7.28 (m, 3H), 5.22 (s, 2H), 3.72 (p, J=6.7, 1H),... The solvent is C1(=CC=CC=C1)C (toluene), C(C)O (ethanol). As a reaction SMILES: Br[C:2](=[C:11]1[C:19]2[C:14](=[CH:15][CH:16]=[CH:17][CH:18]=2)[NH:13][C:12]1=[O:20])[C:3]1[CH:8]=[CH:7][C:6]([O:9][CH3:10])=[CH:5][CH:4]=1.C(=O)([O-])[O-].[Na+].[Na+].[CH2:27]([O:29][C:30]1[CH:31]=[C:32](B(O)O)[CH:33]=[CH:34][CH:35]=1)[CH3:28].O>C1(C)C=CC=CC=1.C(O)C.C1C=CC([P]([Pd]([P](C2C=CC=CC=2)(C2C=CC=CC=2)C2C=CC=CC=2)([P](C2C=CC=CC=2)(C2C=CC=CC=2)C2C=CC=CC=2)[P](C2C=CC=CC=2)(C2C=CC=CC=2)C2C=CC=CC=2)(C2C=CC=CC=2)C2C=CC=CC=2)=CC=1>[CH2:27]([O:29][C:30]1[CH:35]=[C:34]([C:5]2[C:6]([O:9][CH3:10])=[CH:7][CH:8]=[C:3]([CH:2]=[C:11]3[C:19]4[C:14](=[CH:15][CH:16]=[CH:17][CH:18]=4)[NH:13][C:12]3=[O:20])[CH:4]=2)[CH:33]=[CH:32][CH:31]=1)[CH3:28] |f:1.2.3,^1:53,55,74,93|. Procedure: Tetrakis(triphenylphosphine)palladium(0) (0.02 g, 0.02 mmol) was added to a solution of 3-(bromo-4-methoxy-benzylidene)-1,3-dihydroindol-2-one (0.2 g, 0.61 mmol) in toluene (1 ml) and ethanol (1 ml), followed by addition of 2M aqueous sodium carbonate (1.2 ml, 2.4 mmol). To this mixture was added 3-ethoxyphenylboronic acid (0.11 g, 0.67 mmol), and the mixture was held at 100° C. in a sealed tube for 12 hours. The reaction mixture was added to water (40 ml) and extracted with ethyl acetate (75 ml... The yield is 397.2%. Yields the product C(C)OC=1C=C(C=CC1)C1=CC(=CC=C1OC)C=C1C(NC2=CC=CC=C12)=O (3-(3′-ethoxy-6-methoxy-biphenyl-3-ylmethylene)-1,3-dihydroindol-2-one). The reagents and catalysts are C=1C=CC(=CC1)[P](C=2C=CC=CC2)(C=3C=CC=CC3)[Pd]([P](C=4C=CC=CC4)(C=5C=CC=CC5)C=6C=CC=CC6)([P](C=7C=CC=CC7)(C=8C=CC=CC8)C=9C=CC=CC9)[P](C=1C=CC=CC1)(C=1C=CC=CC1)C=1C=CC=CC1 (Tetrakis(triphenylphosphine)palladium(0)). Starting materials: BrC(C1=CC=C(C=C1)OC)=C1C(NC2=CC=CC=C12)=O (3-(bromo-4-methoxy-benzylidene)-1,3-dihydroindol-2-one), O (water), C([O-])([O-])=O.[Na+].[Na+] (sodium carbonate), C(C)OC=1C=C(C=CC1)B(O)O (3-ethoxyphenylboronic acid). Run at time 12 hour. Starting materials: Cl.NCC1=CC=C(C(=O)OCC2=CC=CC=C2)C=C1 (4-(aminomethyl)benzoic acid, benzyl ester, hydrochloride salt), C(=O)(O)[O-].[Na+] (NaHCO3), C(=O)(Cl)Cl (Phosgene). Solvent: ClCCl (dichloromethane). Run at time 20 minute. The product is C(C1=CC=CC=C1)OC(=O)C1=CC=C(CN=C=O)C=C1 (4-(Benzyloxycarbonyl)benzylisocyanate). Yield: 94.0%. RXN SMILES: Cl.[NH2:2][CH2:3][C:4]1[CH:19]=[CH:18][C:7]([C:8]([O:10][CH2:11][C:12]2[CH:17]=[CH:16][CH:15]=[CH:14][CH:13]=2)=[O:9])=[CH:6][CH:5]=1.[C:20]([O-])(O)=[O:21].[Na+].C(Cl)(Cl)=O>ClCCl>[CH2:11]([O:10][C:8]([C:7]1[CH:6]=[CH:5][C:4]([CH2:3][N:2]=[C:20]=[O:21])=[CH:19][CH:18]=1)=[O:9])[C:12]1[CH:13]=[CH:14][CH:15]=[CH:16][CH:17]=1 |f:0.1,2.3|. Reported procedure: To 4-(aminomethyl)benzoic acid, benzyl ester, hydrochloride salt, prepared as in Example 5, step C (288 mg, 1.04 mmol) at 0° C. was added saturated aqueous NaHCO3 (15 ml) and dichloromethane (20 ml). After 20 minutes stirring was ceased and the two layers were allowed to separate. Phosgene (20% solution in toluene, 1.1 ml, 2.18 mmol) was added rapidly to the lower layer and stirring resumed immediately. After 1 hour the organic layer was isolated. The aqueous layer was extracted with dichloromet... Starting materials: CO (methanol), C(=O)(OC(C)(C)C)N1C(CC1)C(=O)O (1-BOC-azetidine-2-carboxylic acid), ClC(=O)OCC(C)C (isobutyl chloroformate), CN1CCOCC1 (NMM). Run in C1CCOC1 (THF). Reaction conditions: temperature -10 celsius. Product: Cl.CC1=NOC(=C1)[C@H]1NCC1 (3-methyl-5-(2(S)-azetidinyl)-isoxazole hydrochloride). Reaction SMILES: C([N:8]1C[CH2:10][CH:9]1[C:12](O)=O)(OC(C)(C)C)=O.C[N:16]1[CH2:21][CH2:20][O:19][CH2:18][CH2:17]1.[Cl:22]C(OCC(C)C)=O.CO>C1COCC1>[ClH:22].[CH3:12][C:9]1[CH:10]=[C:20]([C@@H:21]2[CH2:18][CH2:17][NH:16]2)[O:19][N:8]=1 |f:5.6|. Procedure: A 4.9 g (24.37 mmol) sample of 1-BOC-azetidine-2-carboxylic acid, from step a above, was dissolved in 35 mL of THF, and stirred under N2 at -10° C. To this solution was added 2.68 mL of NMM, and the mixture was stirred for 5 min. Next was added 3.16 mL (24.37 mmol) of isobutyl chloroformate, and the reaction was stirred for 20 min. To the reaction was next added 0.99 mL of methanol, and the stirred mixture was warmed to room temperature and stirred for 16 hr. The reaction was adjusted to an acid... Reactants: C=C(C)CBr, C1CCOC1, CC(C)[N-]C(C)C, CCOC(C)=O, Cl, [Li+], O=C(O)Cc1cccc(-c2ccccc2)c1. Yields the product C=C(C)CC(C(=O)O)c1cccc(-c2ccccc2)c1. Reaction SMILES: [Br:25][CH2:26][C:27](=[CH2:28])[CH3:29].[CH2:31]1[O:32][CH2:33][CH2:34][CH2:35]1.[CH3:2][CH:3]([N-:4][CH:5]([CH3:6])[CH3:7])[CH3:8].[CH3:36][CH2:37][O:38][C:39](=[O:40])[CH3:41].[ClH:30].[Li+:1].[c:9]1(-[c:19]2[cH:20][cH:21][cH:22][cH:23][cH:24]2)[cH:10][c:11]([CH2:15][C:16](=[O:17])[OH:18])[cH:12][cH:13][cH:14]1>>[c:9]1(-[c:19]2[cH:20][cH:21][cH:22][cH:23][cH:24]2)[cH:10][c:11]([CH:15]([C:16](=[O:17])[OH:18])[CH2:28][C:27](=[CH2:26])[CH3:29])[cH:12][cH:13][cH:14]1.